This data is from the Open Reaction Database (ORD), a public repository of structured organic reaction records. The task is: describe an organic reaction: reactants, conditions, products, and yield Starting materials: C(CCC)[Li] (n-butyllithium), CN(CCN(C)C)C (tetramethylethylenediamine), CN(C=O)C (dimethylformamide), O1CCC2=C1C=CC=C2 (2,3-dihydrobenzofuran). The solvent is CCCCCC (hexane), O (water). Reaction conditions: time 15 minute. The product is C(=O)C1=CC=CC=2CCOC21 (7-formyl-2,3-dihydrobenzofuran). Isolated yield 35.0%. RXN SMILES: C([Li])CCC.CN(C)CCN(C)C.[O:14]1[C:18]2[CH:19]=[CH:20][CH:21]=[CH:22][C:17]=2[CH2:16][CH2:15]1.CN(C)[CH:25]=[O:26]>CCCCCC.O>[CH:25]([C:19]1[C:18]2[O:14][CH2:15][CH2:16][C:17]=2[CH:22]=[CH:21][CH:20]=1)=[O:26]. Reported procedure: 108 ml of an n-butyllithium solution (2.1M) in hexane and 26.7 g (230 mmol) of tetramethylethylenediamine (TMEDA) are introduced into a 1 liter round-bottomed flask. The mixture is stirred at room temperature for 15 minutes and 23 g (190 mmol) of 2,3-dihydrobenzofuran are added. The mixture is stirred for 4 hours at 35° C., cooled to -78° C. and 13.9 g (190 mmol) of dimethylformamide are added. The temperature is allowed to return to 20° C., 500 ml of water are added and extraction is carried ou... Reactants: ClCCCOC1=CC=C(C=C1)/C=C/C=1OC2=C(N1)C=CC=C2 ((E)-2-[2-(4-chloropropoxyphenyl)ethenyl]benzoxazole), C(C)NCC (diethylamine). The product is C(C)N(CC)CCCOC1=CC=C(C=C1)/C=C/C=1OC2=C(N1)C=CC=C2 ((E)-2-[2-(4-Diethylaminopropoxyphenyl)ethenyl]benzoxazole), C(C)NCC (diethylamine). Yield: 85.0%. RXN SMILES: Cl[CH2:2][CH2:3][CH2:4][O:5][C:6]1[CH:11]=[CH:10][C:9](/[CH:12]=[CH:13]/[C:14]2[O:15][C:16]3[CH:22]=[CH:21][CH:20]=[CH:19][C:17]=3[N:18]=2)=[CH:8][CH:7]=1.[CH2:23]([NH:25][CH2:26][CH3:27])[CH3:24]>>[CH2:23]([N:25]([CH2:2][CH2:3][CH2:4][O:5][C:6]1[CH:11]=[CH:10][C:9](/[CH:12]=[CH:13]/[C:14]2[O:15][C:16]3[CH:22]=[CH:21][CH:20]=[CH:19][C:17]=3[N:18]=2)=[CH:8][CH:7]=1)[CH2:26][CH3:27])[CH3:24].[CH2:14]([NH:18][CH2:17][CH3:16])[CH3:13]. Procedure: The title compound was prepared as described in Example 8 starting with (C) of Example 8 (2.0 g, 6.4 mmol) and using diethylamine in place of dibutylamine to produce 2.8 g (85% yield) diethylamine in place of dibutylamine to produce 2.8 g (85% yield) of the title compound as the HCl salt, mp 225°-226° C. IR(KBr): 1600 cm-1. MS: 351(MH+). 1H NMR (CD3OD): δ 7.99-6.81 (m, 10H), 4.24 (t, J=5.7 Hz, 2H), 3.09 (m, 6H), 2.44 (m, 2H), 0.87 (m, 6H). The reactants are CCCCCC (hexane), C[Si](C)(C)C#CC(CC#C)(CCCC)O (4-trimethylsilylethynyl-1-octyn-4-ol), N1C=NC=C1 (imidazole), Cl[Si](C)(C)C (chlorotrimethylsilane). Solvent: CN(C=O)C (dimethylformamide). Conditions: time 1 hour. Yields the product C[Si](C)(C)OC(CC#C)(CCCC)C#C[Si](C)(C)C (4-Trimethylsilylethynyl-1-octyn-4-ol trimethylsilyl ether). RXN SMILES: [CH3:1][Si:2]([C:5]#[C:6][C:7]([OH:15])([CH2:11][CH2:12][CH2:13][CH3:14])[CH2:8][C:9]#[CH:10])([CH3:4])[CH3:3].N1C=CN=C1.Cl[Si:22]([CH3:25])([CH3:24])[CH3:23].CCCCCC>CN(C)C=O>[CH3:23][Si:22]([O:15][C:7]([C:6]#[C:5][Si:2]([CH3:3])([CH3:1])[CH3:4])([CH2:11][CH2:12][CH2:13][CH3:14])[CH2:8][C:9]#[CH:10])([CH3:25])[CH3:24]. Reported procedure: To a stirred mixture of 8.5 g of 4-trimethylsilylethynyl-1-octyn-4-ol and 6.2 g of imidazole in 24 ml of dry dimethylformamide is added, under nitrogen, 5.7 ml of chlorotrimethylsilane, in a slow stream, via a syringe. The mixture is stirred in an ice bath for one hour and then at room temperature overnight. The mixture is poured into hexane, washed with saturated sodium bicarbonate solution, water and then brine and dried over sodium sulfate. The solvents are evaporated to dryness giving 11.1 g...